From a dataset of the Open Reaction Database (ORD), a public repository of structured organic reaction records. describe an organic reaction: reactants, conditions, products, and yield The reactants are ClC1=NC=C(C(=N1)N[C@@H](C)C=1N(C(C2=C(C=CC=C2C1)C=1C=NN(C1)C)=O)C1=CC=CC=C1)I ((S)-3-(1-((2-chloro-5-iodopyrimidin-4-yl)amino)ethyl)-8-(1-methyl-1H-pyrazol-4-yl)-2-phenylisoquinolin-1(2H)-one), [OH-].[NH4+] (ammonium hydroxide), [OH-].[NH4+] (ammonium hydroxide). Run in O1CCOCC1 (1,4-dioxane). Reaction conditions: temperature 110 celsius, time 16 hour. Product: CN1N=CC(=C1)C=1C=CC=C2C=CN(C(C12)=O)C1=CC=CC=C1 (8-(1-methyl-1H-pyrazol-4-yl)-2-phenylisoquinolin-1(2H)-one). The yield is 107.0%. As a reaction SMILES: ClC1N=C(N[C@H]([C:11]2[N:12]([C:28]3[CH:33]=[CH:32][CH:31]=[CH:30][CH:29]=3)[C:13](=[O:27])[C:14]3[C:19]([CH:20]=2)=[CH:18][CH:17]=[CH:16][C:15]=3[C:21]2[CH:22]=[N:23][N:24]([CH3:26])[CH:25]=2)C)C(I)=CN=1.[OH-].[NH4+]>O1CCOCC1>[CH3:26][N:24]1[CH:25]=[C:21]([C:15]2[CH:16]=[CH:17][CH:18]=[C:19]3[C:14]=2[C:13](=[O:27])[N:12]([C:28]2[CH:33]=[CH:32][CH:31]=[CH:30][CH:29]=2)[CH:11]=[CH:20]3)[CH:22]=[N:23]1 |f:1.2|. Reported procedure: To a solution of (S)-3-(1-((2-chloro-5-iodopyrimidin-4-yl)amino)ethyl)-8-(1-methyl-1H-pyrazol-4-yl)-2-phenylisoquinolin-1(2H)-one (64) (964 mg, 1.65 mmol) in anhydrous 1,4-dioxane (5 mL) in a sealed tube, ammonium hydroxide (6 mL) was added and the resulting mixture was stirred at 110° C. for 16 h. An additional amount of ammonium hydroxide (3 mL) was added to the reaction mixture and stirring was continued for 16 h. The mixture was allowed to cool to RT, quenched with water and extracted with e... Reactants: CCS(=O)(=O)N1CCC(c2c[nH]c3c(C(N)=O)cc(Br)cc23)CC1, CC(C)C(C)NCc1ccc(B(O)O)s1, [K+], [K+], O=C([O-])[O-], c1ccc(P(c2ccccc2)(c2ccccc2)[Pd](P(c2ccccc2)(c2ccccc2)c2ccccc2)(P(c2ccccc2)(c2ccccc2)c2ccccc2)P(c2ccccc2)(c2ccccc2)c2ccccc2)cc1. Product: CCS(=O)(=O)N1CCC(c2c[nH]c3c(C(N)=O)cc(-c4ccc(CNC(C)C(C)C)s4)cc23)CC1. As a reaction SMILES: [Br:16][c:17]1[cH:18][c:19]2[c:20]([CH:29]3[CH2:30][CH2:31][N:32]([S:35](=[O:36])(=[O:37])[CH2:38][CH3:39])[CH2:33][CH2:34]3)[cH:21][nH:22][c:23]2[c:24]([C:26](=[O:27])[NH2:28])[cH:25]1.[CH3:1][CH:2]([CH:3]([CH3:4])[CH3:5])[NH:6][CH2:7][c:8]1[cH:9][cH:10][c:11]([B:13]([OH:14])[OH:15])[s:12]1.[K+:40].[K+:41].[O-:42][C:43]([O-:44])=[O:45].[cH:46]1[cH:47][cH:48][c:49]([P:50]([Pd:51]([P:52]([c:53]2[cH:54][cH:55][cH:56][cH:57][cH:58]2)([c:59]2[cH:60][cH:61][cH:62][cH:63][cH:64]2)[c:65]2[cH:66][cH:67][cH:68][cH:69][cH:70]2)([P:71]([c:72]2[cH:73][cH:74][cH:75][cH:76][cH:77]2)([c:78]2[cH:79][cH:80][cH:81][cH:82][cH:83]2)[c:84]2[cH:85][cH:86][cH:87][cH:88][cH:89]2)[P:90]([c:91]2[cH:92][cH:93][cH:94][cH:95][cH:96]2)([c:97]2[cH:98][cH:99][cH:100][cH:101][cH:102]2)[c:103]2[cH:104][cH:105][cH:106][cH:107][cH:108]2)([c:109]2[cH:110][cH:111][cH:112][cH:113][cH:114]2)[c:115]2[cH:116][cH:117][cH:118][cH:119][cH:120]2)[cH:121][cH:122]1>>[CH3:1][CH:2]([CH:3]([CH3:4])[CH3:5])[NH:6][CH2:7][c:8]1[cH:9][cH:10][c:11](-[c:17]2[cH:18][c:19]3[c:20]([CH:29]4[CH2:30][CH2:31][N:32]([S:35](=[O:36])(=[O:37])[CH2:38][CH3:39])[CH2:33][CH2:34]4)[cH:21][nH:22][c:23]3[c:24]([C:26](=[O:27])[NH2:28])[cH:25]2)[s:12]1. The reactants are ClC1=C(NC(=C1Cl)C)C(=O)NC1CCN(CC1)C1=CC(=NC(=N1)N1CCN(CC1)C)C(=O)OC (methyl 6-(4-{[(3,4-dichloro-5-methyl-1H-pyrrol-2-yl)carbonyl]amino}piperidin-1-yl)-2-(4-methylpiperazin-1-yl)pyrimidine-4-carboxylate), [OH-].[Li+] (lithium hydroxide). As a reaction SMILES: [Cl:1][C:2]1[C:6]([Cl:7])=[C:5]([CH3:8])[NH:4][C:3]=1[C:9]([NH:11][CH:12]1[CH2:17][CH2:16][N:15]([C:18]2[N:23]=[C:22]([N:24]3[CH2:29][CH2:28][N:27]([CH3:30])[CH2:26][CH2:25]3)[N:21]=[C:20]([C:31]([O:33]C)=[O:32])[CH:19]=2)[CH2:14][CH2:13]1)=[O:10].[OH-].[Li+]>>[Cl:1][C:2]1[C:6]([Cl:7])=[C:5]([CH3:8])[NH:4][C:3]=1[C:9]([NH:11][CH:12]1[CH2:13][CH2:14][N:15]([C:18]2[N:23]=[C:22]([N:24]3[CH2:25][CH2:26][N:27]([CH3:30])[CH2:28][CH2:29]3)[N:21]=[C:20]([C:31]([OH:33])=[O:32])[CH:19]=2)[CH2:16][CH2:17]1)=[O:10] |f:1.2|. Procedure details: The title compound was synthesized by an analogous method to Example 310 starting from methyl 6-(4-{[(3,4-dichloro-5-methyl-1H-pyrrol-2-yl)carbonyl]amino}piperidin-1-yl)-2-(4-methylpiperazin-1-yl)pyrimidine-4-carboxylate (Example 318) and 2 N lithium hydroxide. Product: ClC1=C(NC(=C1Cl)C)C(=O)NC1CCN(CC1)C1=CC(=NC(=N1)N1CCN(CC1)C)C(=O)O (6-(4-{[(3,4-Dichloro-5-methyl-1H-pyrrol-2-yl)carbonyl]amino}piperidin-1-yl)-2-(4-methylpiperazin-1-yl)pyrimidine-4-carboxylic acid). Starting materials: O=C1CCCc2ccccc21, ClC(Cl)Cl, [N-]=[N+]=[N-], [Na+], O, O=S(=O)(O)O. Product: O=C1CCCc2ccccc2N1. Reaction SMILES: [C:1]1(=[O:11])[CH2:2][CH2:3][CH2:4][c:5]2[cH:6][cH:7][cH:8][cH:9][c:10]21.[Cl:21][CH:22]([Cl:23])[Cl:24].[N-:13]=[N+:14]=[N-:15].[Na+:12].[OH2:25].[S:16](=[O:17])(=[O:18])([OH:19])[OH:20]>>[C:1]1(=[O:11])[CH2:2][CH2:3][CH2:4][c:5]2[cH:6][cH:7][cH:8][cH:9][c:10]2[NH:13]1. Reactants: C=C(C)C(=O)[O-], CCCCCCCCP(CCCCCCCC)CCCCCCCC, CO[Si](CCl)(OC)OC, [K+]. Product: C=C(C)C(=O)OC[Si](OC)(OC)OC. Reaction SMILES: [C:35]([C:36](=[CH2:37])[CH3:38])(=[O:39])[O-:40].[CH2:10]([P:11]([CH2:12][CH2:13][CH2:14][CH2:15][CH2:16][CH2:17][CH2:18][CH3:19])[CH2:20][CH2:21][CH2:22][CH2:23][CH2:24][CH2:25][CH2:26][CH3:27])[CH2:28][CH2:29][CH2:30][CH2:31][CH2:32][CH2:33][CH3:34].[Cl:1][CH2:2][Si:3]([O:4][CH3:5])([O:6][CH3:7])[O:8][CH3:9].[K+:41]>>[CH2:2]([Si:3]([O:4][CH3:5])([O:6][CH3:7])[O:8][CH3:9])[O:40][C:35]([C:36](=[CH2:37])[CH3:38])=[O:39].